From a dataset of the Open Reaction Database (ORD), a public repository of structured organic reaction records. describe an organic reaction: reactants, conditions, products, and yield The reactants are FC(C(=O)O)(F)F.NN=CNC=1C=C(C=CC1)C(=O)NCC(=O)NC(CC(=O)OCC)C1=CC(=CC(=C1)C)C ((±) ethyl β-[[2-[[[3-[(aminoiminomethyl)amino]phenyl]carbonyl]amino]acetyl]amino]-3,5-dimethylbenzenepropanoate, trifluoroacetate salt), [Li+].[OH-] (LiOH), C(=O)(C(F)(F)F)O (TFA). Solvent: O (H2O), CC#N (CH3CN). Run at time 1 hour. Product: FC(C(=O)O)(F)F.NN=CNC=1C=C(C=CC1)C(=O)NCC(=O)NC(CC(=O)O)C1=CC(=CC(=C1)C)C ((±) β-[[2-[[[3-[(aminoiminomethyl)amino]phenyl]carbonyl]amino]acetyl]amino]-3,5-dimethylbenzenepropanoic acid, trifluoroacetate salt). The yield is 83.4%. Reaction SMILES: [F:1][C:2]([F:7])([F:6])[C:3]([OH:5])=[O:4].[NH2:8][N:9]=[CH:10][NH:11][C:12]1[CH:13]=[C:14]([C:18]([NH:20][CH2:21][C:22]([NH:24][CH:25]([C:32]2[CH:37]=[C:36]([CH3:38])[CH:35]=[C:34]([CH3:39])[CH:33]=2)[CH2:26][C:27]([O:29]CC)=[O:28])=[O:23])=[O:19])[CH:15]=[CH:16][CH:17]=1.[Li+].[OH-].C(O)(C(F)(F)F)=O>O.CC#N>[F:1][C:2]([F:7])([F:6])[C:3]([OH:5])=[O:4].[NH2:8][N:9]=[CH:10][NH:11][C:12]1[CH:13]=[C:14]([C:18]([NH:20][CH2:21][C:22]([NH:24][CH:25]([C:32]2[CH:37]=[C:36]([CH3:38])[CH:35]=[C:34]([CH3:39])[CH:33]=2)[CH2:26][C:27]([OH:29])=[O:28])=[O:23])=[O:19])[CH:15]=[CH:16][CH:17]=1 |f:0.1,2.3,7.8|. Procedure: To the product from Example 192 (730 mg, 0.0013 mole) in H2O (10 mL) and CH3CN (10 mL) was added LiOH (221 mg, 0.005 mole). The reaction mixture was stirred at room temperature for 1 hour. The pH was lowered to ~2.5 with TFA and the product was isolated by RPHPLC to yield the title compound (570 mg after lyophilization) as a white solid.